Dataset: the Open Reaction Database (ORD), a public repository of structured organic reaction records. Task: describe an organic reaction: reactants, conditions, products, and yield The reactants are CCO, CC(C)C(=O)N1CCN(c2ccc([N+](=O)[O-])cc2Cl)CC1. Product: CC(C)C(=O)N1CCN(c2ccc(N)cc2Cl)CC1. RXN SMILES: [CH3:22][CH2:23][OH:24].[Cl:1][c:2]1[c:3]([N:11]2[CH2:12][CH2:13][N:14]([C:17]([CH:18]([CH3:19])[CH3:20])=[O:21])[CH2:15][CH2:16]2)[cH:4][cH:5][c:6]([N+:8]([O-:9])=[O:10])[cH:7]1>>[Cl:1][c:2]1[c:3]([N:11]2[CH2:12][CH2:13][N:14]([C:17]([CH:18]([CH3:19])[CH3:20])=[O:21])[CH2:15][CH2:16]2)[cH:4][cH:5][c:6]([NH2:8])[cH:7]1.